This data is from the Open Reaction Database (ORD), a public repository of structured organic reaction records. The task is: describe an organic reaction: reactants, conditions, products, and yield Reactants: CCCNc1ccc([N+](=O)[O-])cc1-c1nc2cc(-c3ccc(Cl)cc3)ccc2o1, [Zn]. Reaction SMILES: [N+:1]([O-:2])(=[O:3])[c:4]1[cH:5][c:6](-[c:14]2[o:15][c:16]3[c:17]([n:18]2)[cH:19][c:20](-[c:23]2[cH:24][cH:25][c:26]([Cl:29])[cH:27][cH:28]2)[cH:21][cH:22]3)[c:7]([NH:10][CH2:11][CH2:12][CH3:13])[cH:8][cH:9]1.[Zn:30]>>[NH2:1][c:4]1[cH:5][c:6](-[c:14]2[o:15][c:16]3[c:17]([n:18]2)[cH:19][c:20](-[c:23]2[cH:24][cH:25][c:26]([Cl:29])[cH:27][cH:28]2)[cH:21][cH:22]3)[c:7]([NH:10][CH2:11][CH2:12][CH3:13])[cH:8][cH:9]1. Yields the product CCCNc1ccc(N)cc1-c1nc2cc(-c3ccc(Cl)cc3)ccc2o1. The reactants are O=C(Cl)OCc1ccccc1, CC(CC(N)C(=O)O)C(F)(F)F, [Na+], [OH-], O. Yields the product CC(CC(NC(=O)OCc1ccccc1)C(=O)O)C(F)(F)F. Reaction SMILES: [Cl:13][C:14](=[O:15])[O:16][CH2:17][c:18]1[cH:19][cH:20][cH:21][cH:22][cH:23]1.[F:1][C:2]([CH:3]([CH2:4][CH:5]([NH2:6])[C:7](=[O:8])[OH:9])[CH3:10])([F:11])[F:12].[Na+:25].[OH-:24].[OH2:26]>>[F:1][C:2]([CH:3]([CH2:4][CH:5]([NH:6][C:14](=[O:15])[O:16][CH2:17][c:18]1[cH:19][cH:20][cH:21][cH:22][cH:23]1)[C:7](=[O:8])[OH:9])[CH3:10])([F:11])[F:12]. Starting materials: CC(=O)[O-], CC(=O)O, Cc1cc(CC(=O)O)cc(Cl)c1Oc1cc(C(C)C)c(Cl)nn1, [Na+]. Yields the product Cc1cc(CC(=O)O)cc(Cl)c1Oc1cc(C(C)C)c(=O)[nH]n1. RXN SMILES: [CH3:25][C:26]([O-:27])=[O:28].[CH3:29][C:30](=[O:31])[OH:32].[Cl:1][c:2]1[cH:3][c:4]([CH2:20][C:21](=[O:22])[OH:23])[cH:5][c:6]([CH3:19])[c:7]1[O:8][c:9]1[n:10][n:11][c:12]([Cl:18])[c:13]([CH:15]([CH3:16])[CH3:17])[cH:14]1.[Na+:24]>>[Cl:1][c:2]1[cH:3][c:4]([CH2:20][C:21](=[O:22])[OH:23])[cH:5][c:6]([CH3:19])[c:7]1[O:8][c:9]1[n:10][nH:11][c:12](=[O:27])[c:13]([CH:15]([CH3:16])[CH3:17])[cH:14]1. Product: C(=C)[Mg]CC1=CC=CC=C1.[Cl-] (vinylbenzylmagnesium chloride). Reactants: ClCC=CC1=CC=CC=C1 (chloromethylstyrene), [Mg] (magnesium), C(C)OCC (diethylether), C(C)OCC (diethylether). RXN SMILES: [Cl:1]CC=[CH:4][C:5]1[CH:10]=[CH:9][CH:8]=[CH:7][CH:6]=1.[Mg:11].C(O[CH2:15][CH3:16])C>>[CH:15]([Mg:11][CH2:4][C:5]1[CH:6]=[CH:7][CH:8]=[CH:9][CH:10]=1)=[CH2:16].[Cl-:1] |f:3.4|. Reported procedure: In diethylether under reflux, 15.2 parts of chloromethylstyrene and 2.5 parts of metallic magnesium were reacted to obtain a diethylether solution of vinylbenzylmagnesium chloride. To 1000 parts of tetrahydrofuran (hereinafter referred to as THF), were added 117 parts of this solution under an atmosphere of dry nitrogen, and cooled to -78 degrees C. Then, 157 part of dimethylaminoethyl ethacrylate were added thereto and polymerized for 24 hours at -78 degrees C. After stopping polymerization wit... Starting materials: Fc1ccc(Br)cc1F, CN(C)C=O, CCC(=O)c1ccc(F)c2sccc12. Yields the product O=Cc1c(Br)ccc(F)c1F. As a reaction SMILES: [Br:15][c:16]1[cH:17][c:18]([F:23])[c:19]([F:22])[cH:20][cH:21]1.[CH3:24][N:25]([CH3:26])[CH:27]=[O:28].[F:1][c:2]1[c:3]2[s:4][cH:5][cH:6][c:7]2[c:8]([C:11]([CH2:9][CH3:10])=[O:14])[cH:12][cH:13]1>>[CH:11](=[O:14])[c:17]1[c:16]([Br:15])[cH:21][cH:20][c:19]([F:22])[c:18]1[F:23]. Starting materials: ferric chloride, OS(=O)(=O)O (H2SO4), [Mg] (Magnesium), BrC=1C=C(CBr)C=CC1 (3-bromobenzylbromide), [Mg] (magnesium). Solvent: CCOCC (Et2O). Product: BrC=1C=C(C=CC1)CCC1=CC(=CC=C1)Br (1,2-bis(m-bromophenyl)ethane). As a reaction SMILES: [Mg].[Br:2][C:3]1[CH:4]=[C:5]([CH:8]=[CH:9][CH:10]=1)[CH2:6]Br.OS(O)(=O)=O>CCOCC>[Br:2][C:3]1[CH:4]=[C:5]([CH2:6][CH2:6][C:5]2[CH:8]=[CH:9][CH:10]=[C:3]([Br:2])[CH:4]=2)[CH:8]=[CH:9][CH:10]=1. Reported procedure: 1,2-Bis(m-bromophenyl)ethane was prepared by the method of Lindsay et al (JACS, 1961, 83, 943) as follows. Magnesium (0.05 g, 2.0 mmol) was added to a solution of 3-bromobenzylbromide (1.0 g, 4.0 mmol) in Et2O (10 mL) at rt. After 20 min at room temperature all the magnesium had dissolved and anhydrous ferric chloride (5 mg) was added. The reaction was heated to reflux for 1 hour, cooled, acidified to about pH 1 with 1 M aqueous H2SO4 and extracted with Et2O (3×50 mL). The combined organic extra... The reactants are ClC1=C(C=CC(=C1)Cl)C=CC1(OC1)C1(CC1)SCCC (2-(2,4-dichlorophenyl-ethenyl)-2-(1-propylmercaptocyclopropyl)-oxirane), N1N=CN=C1 (1,2,4-triazole), potassium tert.-butylate. Solvent: C(C)(=O)OCC.C1(=CC=CC=C1)C (ethyl acetate toluene), CN(C=O)C (dimethylformamide), CN(C=O)C (dimethylformamide). Run at temperature 80 celsius, time 6 hour. The product is ClC1=C(C=CC(=C1)Cl)/C=C/C(CN1N=CN=C1)(O)C1(CC1)SCCC (trans-4-(2,4-dichlorophenyl)-2-(1-propylmercaptocyclopropyl)-1-(1,2,4-triazol-1-yl)-but-3-en-2-ol). The yield is 25.3%. As a reaction SMILES: [Cl:1][C:2]1[CH:7]=[C:6]([Cl:8])[CH:5]=[CH:4][C:3]=1[CH:9]=[CH:10][C:11]1([C:14]2([S:17][CH2:18][CH2:19][CH3:20])[CH2:16][CH2:15]2)[CH2:13][O:12]1.[NH:21]1[CH:25]=[N:24][CH:23]=[N:22]1>CN(C)C=O.C(OCC)(=O)C.C1(C)C=CC=CC=1>[Cl:1][C:2]1[CH:7]=[C:6]([Cl:8])[CH:5]=[CH:4][C:3]=1/[CH:9]=[CH:10]/[C:11]([C:14]1([S:17][CH2:18][CH2:19][CH3:20])[CH2:16][CH2:15]1)([OH:12])[CH2:13][N:21]1[CH:25]=[N:24][CH:23]=[N:22]1 |f:3.4|. Procedure details: A solution of 38.2 g (0.12 mol) of 2-(2,4-dichlorophenyl-ethenyl)-2-(1-propylmercaptocyclopropyl)-oxirane in 30 ml of dimethylformamide is added dropwise at 80° C. under a nitrogen atmosphere and with stirring to a mixture of 24 g (0.35 mol) of 1,2,4-triazole, 2.7 g (0.02 mol) of potassium tert.-butylate and 50 ml of dimethylformamide. The mixture is stirred for 6 hours at 80° C., then the solvent is stripped off under reduced pressure, and the residue is taken up in ethyl acetate/toluene, washe... Run in ClCCl (dichloromethane). Conditions: time 30 minute. The reactants are O=C1N(C(C=C1)=O)CCC(C(=O)NNC(=O)OC(C)(C)C)(C)C (tert-butyl 2-[4-(2,5-dioxo-2,5-dihydro-1H-pyrrol-1-yl)-2,2-dimethylbutanoyl]hydrazinecarboxylate), FC(C(=O)O)(F)F (trifluoroacetic acid). Reported procedure: 50 mg (154 mmol) of tert-butyl 2-[4-(2,5-dioxo-2,5-dihydro-1H-pyrrol-1-yl)-2,2-dimethylbutanoyl]hydrazinecarboxylate were dissolved in 2 ml of dichloromethane, and 0.4 ml of trifluoroacetic acid was added. The reaction mixture was stirred at RT for 30 min and then concentrated. 55.2 mg (93% purity, 99% of theory) of the title compound were obtained. Reaction SMILES: [O:1]=[C:2]1[CH:6]=[CH:5][C:4](=[O:7])[N:3]1[CH2:8][CH2:9][C:10]([CH3:23])([CH3:22])[C:11]([NH:13][NH:14]C(OC(C)(C)C)=O)=[O:12].[F:24][C:25]([F:30])([F:29])[C:26]([OH:28])=[O:27]>ClCCl>[F:24][C:25]([F:30])([F:29])[C:26]([OH:28])=[O:27].[O:7]=[C:4]1[CH:5]=[CH:6][C:2](=[O:1])[N:3]1[CH2:8][CH2:9][C:10]([CH3:23])([CH3:22])[C:11]([NH:13][NH2:14])=[O:12] |f:3.4|. The product is FC(C(=O)O)(F)F.O=C1N(C(C=C1)=O)CCC(C(=O)NN)(C)C (4-(2,5-dioxo-2,5-dihydro-1H-pyrrol-1-yl)-2,2-dimethylbutanehydrazide trifluoroacetate). Reactants: C1(CC1)[C@@H](C)NC=1C=2N(N=CC1C(=O)N)C=C(C2)C2=CC(=CC=C2)C=C ((R)-4-(1-cyclopropylethylamino)-6-(3-vinylphenyl)pyrrolo[1,2-b]pyridazine-3-carboxamide), 4/1, C[N+]1(CCOCC1)[O-] (4-methylmorpholine N-oxide), C1CCOC1.O (THF water). The reagents and catalysts are [Os](=O)(=O)(=O)=O (osmium tetroxide). Run at time 16 hour. The product is C1(CC1)C(C)NC=1C=2N(N=CC1C(=O)N)C=C(C2)C2=CC(=CC=C2)[C@H](CO)O ((R)-4-(1-cyclopropylethylamino)-6-(3-(1,2-dihydroxyethyl)phenyl)pyrrolo[1,2-b]-pyridazine-3-carboxamide), mixture. The yield is 39.0%. As a reaction SMILES: [CH:1]1([C@H:4]([NH:6][C:7]2[C:8]3[N:9]([CH:16]=[C:17]([C:19]4[CH:24]=CC=C(C=C)[CH:20]=4)[CH:18]=3)[N:10]=[CH:11][C:12]=2[C:13]([NH2:15])=O)[CH3:5])[CH2:3][CH2:2]1.C[N+]1([O-])CC[O:31][CH2:30]C1.[CH2:35]1[CH2:39][O:38][CH2:37][CH2:36]1.[OH2:40]>[Os](=O)(=O)(=O)=O>[CH:1]1([CH:4]([NH:6][C:7]2[C:8]3[N:9]([CH:16]=[C:17]([C:19]4[CH:24]=[CH:37][CH:36]=[C:35]([C@@H:39]([OH:38])[CH2:30][OH:31])[CH:20]=4)[CH:18]=3)[N:10]=[CH:11][C:12]=2[C:13]([NH2:15])=[O:40])[CH3:5])[CH2:3][CH2:2]1 |f:2.3|. Procedure: A solution of (R)-4-(1-cyclopropylethylamino)-6-(3-vinylphenyl)pyrrolo[1,2-b]pyridazine-3-carboxamide (Example 186, 25 mg, 0.072 mmol) in THF/water (4/1 (1 mL) at 0° C. was added 4-methylmorpholine N-oxide (0.037 mL, 0.180 mmol) and osmium tetroxide (4% in water, 0.018 mL, 2.89 μmol). The reaction mixture was warmed up to rt and stirred for 16 hrs. The reaction mixture was purified on prep HPLC (condition A) to yield the title compound as a diastereomeric mixture (14 mg, 39%). HPLC (condition G)...